This data is from the Open Reaction Database (ORD), a public repository of structured organic reaction records. The task is: describe an organic reaction: reactants, conditions, products, and yield Reactants: BrC=1C=C(C=CC1)OC (3-bromoanisole), CC=1NC=CN1 (2-methylimidazole), C([O-])([O-])=O.[K+].[K+] (potassium carbonate), cuprous chloride. Run in CN1C(CCC1)=O (N-methyl-2-pyrrolidinone). The product is CC=1N(C=CN1)C=1C=C(C=CC1)O (3-(2-Methyl-1H-imidazol-1-yl)phenol). As a reaction SMILES: Br[C:2]1[CH:3]=[C:4]([O:8]C)[CH:5]=[CH:6][CH:7]=1.[CH3:10][C:11]1[NH:12][CH:13]=[CH:14][N:15]=1.C(=O)([O-])[O-].[K+].[K+]>CN1CCCC1=O>[CH3:10][C:11]1[N:12]([C:2]2[CH:3]=[C:4]([OH:8])[CH:5]=[CH:6][CH:7]=2)[CH:13]=[CH:14][N:15]=1 |f:2.3.4|. Procedure details: A stirred mixture of 3-bromoanisole (100 g, 0.53 mole), 2-methylimidazole (41 g, 0.50 mole), potassium carbonate (96 g, 0.60 mole), cuprous chloride (2.5 g) and N-methyl-2-pyrrolidinone (300 ml) was heated at reflux temperature for 15 hr and then concentrated to remove the solvent and excess 3-bromoanisole. The residue was partitioned between ethyl acetate and water. The ethyl acetate layer was concentrated to a black syrup that was then dissolved in toluene and extracted twice with water and th... Reactants: NC1=NC(=CC(=N1)N1CCC2(C[C@H](NC2)C(=O)OCC)CC1)COC1=CC=C(C=C1)C1=CC=C2C(=NNC2=C1)C ((S)-ethyl 8-(2-amino-6-((4-(3-methyl-1H-indazol-6-yl)phenoxy)methyl)pyrimidin-4-yl)-2,8-diazaspiro[4.5]decane-3-carboxylate), [OH-].[Na+] (NaOH). Run in CO (MeOH). Conditions: time 4 hour. The product is NC1=NC(=CC(=N1)N1CCC2(C[C@H](NC2)C(=O)O)CC1)COC1=CC=C(C=C1)C1=CC=C2C(=NNC2=C1)C ((S)-8-(2-Amino-6-((4-(3-methyl-1H-indazol-6-yl)phenoxy)methyl)pyrimidin-4-yl)-2,8-diazaspiro[4.5]decane-3-carboxylic acid). As a reaction SMILES: [NH2:1][C:2]1[N:7]=[C:6]([N:8]2[CH2:22][CH2:21][C:11]3([CH2:15][NH:14][C@H:13]([C:16]([O:18]CC)=[O:17])[CH2:12]3)[CH2:10][CH2:9]2)[CH:5]=[C:4]([CH2:23][O:24][C:25]2[CH:30]=[CH:29][C:28]([C:31]3[CH:39]=[C:38]4[C:34]([C:35]([CH3:40])=[N:36][NH:37]4)=[CH:33][CH:32]=3)=[CH:27][CH:26]=2)[N:3]=1.[OH-].[Na+]>CO>[NH2:1][C:2]1[N:7]=[C:6]([N:8]2[CH2:9][CH2:10][C:11]3([CH2:15][NH:14][C@H:13]([C:16]([OH:18])=[O:17])[CH2:12]3)[CH2:21][CH2:22]2)[CH:5]=[C:4]([CH2:23][O:24][C:25]2[CH:26]=[CH:27][C:28]([C:31]3[CH:39]=[C:38]4[C:34]([C:35]([CH3:40])=[N:36][NH:37]4)=[CH:33][CH:32]=3)=[CH:29][CH:30]=2)[N:3]=1 |f:1.2|. Procedure: To a solution of (S)-ethyl 8-(2-amino-6-((4-(3-methyl-1H-indazol-6-yl)phenoxy)methyl)pyrimidin-4-yl)-2,8-diazaspiro[4.5]decane-3-carboxylate (70 mg, 0.11 mmol) in MeOH (3 mL) is added 4 N NaOH (3 mL), and the reaction mixture was stirred at RT for 4 h. The reaction mixture was then concentrated in vacuo. The residue was diluted with water (5 mL) and the pH adjusted to 6-7. The precipitated solid was collected by filtration, and the filter cake was washed with cold water, then dried to afford the...